From a dataset of the Open Reaction Database (ORD), a public repository of structured organic reaction records. describe an organic reaction: reactants, conditions, products, and yield The reactants are COC(=O)C1CC(S(=O)(=O)c2ccccc2)CN1C(=O)CC(C)=O, COc1ccc(P2(=S)SP(=S)(c3ccc(OC)cc3)S2)cc1. The product is COC(=O)C1CC(S(=O)(=O)c2ccccc2)CN1C(=S)CC(C)=O. Reaction SMILES: [CH3:1][O:2][C:3](=[O:4])[CH:5]1[N:6]([C:19]([CH2:20][C:21]([CH3:22])=[O:23])=[O:24])[CH2:7][CH:8]([S:10](=[O:11])(=[O:12])[c:13]2[cH:14][cH:15][cH:16][cH:17][cH:18]2)[CH2:9]1.[CH3:25][O:26][c:27]1[cH:28][cH:29][c:30]([P:31]2(=[S:34])[S:32][P:33]([c:35]3[cH:36][cH:37][c:38]([O:39][CH3:40])[cH:41][cH:42]3)(=[S:43])[S:44]2)[cH:45][cH:46]1>>[CH3:1][O:2][C:3](=[O:4])[CH:5]1[N:6]([C:19]([CH2:20][C:21]([CH3:22])=[O:23])=[S:34])[CH2:7][CH:8]([S:10](=[O:11])(=[O:12])[c:13]2[cH:14][cH:15][cH:16][cH:17][cH:18]2)[CH2:9]1.